Dataset: the Open Reaction Database (ORD), a public repository of structured organic reaction records. Task: describe an organic reaction: reactants, conditions, products, and yield The reactants are ClC=1C=C2N=C3C=CC(=CC3=C(C2=CC1)Cl)OC (6,9-dichloro-2-methoxyacridine), ClC1=CC=C(C=C1)O (p-chlorophenol), [OH-].[Na+] (NaOH). Run at temperature 80 celsius. Product: ClC=1C=C2N=C3C=CC(=CC3=C(C2=CC1)OC1=CC=C(C=C1)Cl)OC (6-chloro-9-(p-chlorophenoxy)-2-methoxyacridine). As a reaction SMILES: [Cl:1][C:2]1[CH:3]=[C:4]2[C:13](=[CH:14][CH:15]=1)[C:12](Cl)=[C:11]1[C:6]([CH:7]=[CH:8][C:9]([O:17][CH3:18])=[CH:10]1)=[N:5]2.[Cl:19][C:20]1[CH:25]=[CH:24][C:23]([OH:26])=[CH:22][CH:21]=1.[OH-].[Na+]>>[Cl:1][C:2]1[CH:3]=[C:4]2[C:13](=[CH:14][CH:15]=1)[C:12]([O:26][C:23]1[CH:24]=[CH:25][C:20]([Cl:19])=[CH:21][CH:22]=1)=[C:11]1[C:6]([CH:7]=[CH:8][C:9]([O:17][CH3:18])=[CH:10]1)=[N:5]2 |f:2.3|. Procedure details: A reaction mixture consisting of 1.39 g (5.0 mmol) of 6,9-dichloro-2-methoxyacridine and 3.0 g (23 mmol) of p-chlorophenol was heated at 80° C. for 4 h. The hot reaction mixture was poured into hot 5% aqueous NaOH. The combined solution was stirred until a fine yellow crystalline precipitate appeared. The crystals were filtered, washed to neutrality with water and dried at 70° C. in vacuo. Recrystallization from pyridine afforded 6-chloro-9-(p-chlorophenoxy)-2-methoxyacridine as yellow microcrys...